From a dataset of the Open Reaction Database (ORD), a public repository of structured organic reaction records. describe an organic reaction: reactants, conditions, products, and yield The reactants are CCO, CCOCC, N#CCCCCc1cc(=O)oc2ccc(Cl)cc12, Cl. The product is NCCCCCc1cc(=O)oc2ccc(Cl)cc12. RXN SMILES: [CH3:20][CH2:21][OH:22].[CH3:23][CH2:24][O:25][CH2:26][CH3:27].[Cl:1][c:2]1[cH:3][cH:4][c:5]2[c:6]([c:7]([CH2:12][CH2:13][CH2:14][CH2:15][C:16]#[N:17])[cH:8][c:9](=[O:11])[o:10]2)[cH:18]1.[ClH:19]>>[Cl:1][c:2]1[cH:3][cH:4][c:5]2[c:6]([c:7]([CH2:12][CH2:13][CH2:14][CH2:15][CH2:16][NH2:17])[cH:8][c:9](=[O:11])[o:10]2)[cH:18]1. Starting materials: solution, [OH-].[Na+] (NaOH), solution, C([O-])(O)=O.[Na+] (sodium bicarbonate), COC=1C=CC=C2CCC(CC12)C(=O)OC (methyl 8-methoxy-1,2,3,4-tetrahydro-2-naphthoate), COC=1C=CC=C2CC[C@@H](CC12)C(=O)OC (methyl 8-methoxy-1,2,3,4-tetrahydro-(2S)-2-naphthoate), P(=O)([O-])([O-])[O-] (phosphate), Cl (HCl), II, CC(OCC(OC(C)=O)COC(C)=O)=O (triacetin). The solvent is C(C)(C)(C)O (tert-butanol). Run at time 7 hour. Yields the product COC=1C=CC=C2CC[C@H](CC12)C(=O)O (8-Methoxy-1,2,3,4-tetrahydro-(2R)-2-naphthoic acid). As a reaction SMILES: [CH3:1][O:2][C:3]1[CH:4]=[CH:5][CH:6]=[C:7]2[C:12]=1[CH2:11][CH:10]([C:13]([O:15]C)=[O:14])[CH2:9][CH2:8]2.P([O-])([O-])([O-])=O.Cl.CC(=O)OCC(COC(=O)C)OC(=O)C.[OH-].[Na+].C(=O)(O)[O-].[Na+].COC1C=CC=C2C=1C[C@@H](C(OC)=O)CC2>C(O)(C)(C)C>[CH3:1][O:2][C:3]1[CH:4]=[CH:5][CH:6]=[C:7]2[C:12]=1[CH2:11][C@H:10]([C:13]([OH:15])=[O:14])[CH2:9][CH2:8]2 |f:4.5,6.7|. Procedure: 1.1 g (0.0051 mol) of methyl 8-methoxy-1,2,3,4-tetrahydro-2-naphthoate are dissolved in 39 ml of tert-butanol, and 112 ml of phosphate buffer at pH 7 are added to the solution prepared in this way. The pH of the solution, which rises to 7.3-7.5, is lowered to 7.1 by the addition of 1N HCl. 1.25 g of Sigma PPL enzyme (known as porcine pancreatic lipase type II, crude, Sigma L-3126--46 U/mg using triacetin) are added to the mixture. The pH tends to drop as the reaction progresses, but is kept cons... Yields the product Nc1ccc(-c2nc(C(=O)Nc3nccs3)c(-c3ccc(C(F)(F)F)cc3)[nH]2)cc1. The reactants are CO, O=C(Nc1nccs1)c1nc(-c2ccc([N+](=O)[O-])cc2)[nH]c1-c1ccc(C(F)(F)F)cc1, [Pd]. Reaction SMILES: [CH3:33][OH:34].[N+:1]([O-:2])(=[O:3])[c:4]1[cH:5][cH:6][c:7](-[c:10]2[nH:11][c:12](-[c:23]3[cH:24][cH:25][c:26]([C:29]([F:30])([F:31])[F:32])[cH:27][cH:28]3)[c:13]([C:15](=[O:16])[NH:17][c:18]3[s:19][cH:20][cH:21][n:22]3)[n:14]2)[cH:8][cH:9]1.[Pd:35]>>[NH2:1][c:4]1[cH:5][cH:6][c:7](-[c:10]2[nH:11][c:12](-[c:23]3[cH:24][cH:25][c:26]([C:29]([F:30])([F:31])[F:32])[cH:27][cH:28]3)[c:13]([C:15](=[O:16])[NH:17][c:18]3[s:19][cH:20][cH:21][n:22]3)[n:14]2)[cH:8][cH:9]1. Reactants: FC1=C2C=CC=NC2=C(C=C1)N (5-fluoroquinolin-8-amine), N1=CC=CC=C1 (pyridine), FC1=C2C=CC=NC2=C(C=C1)N (5-fluoroquinolin-8-amine), [N+](=O)([O-])C1=C(C=CC(=C1)C(F)(F)F)S(=O)(=O)Cl (2-nitro-4-trifluoromethylbenzenesulfonyl chloride). Reagents/catalysts: CN(C)C=1C=CN=CC1 (DMAP). Run in C(Cl)Cl (DCM). The product is FC1=C2C=CC=NC2=C(C=C1)NS(=O)(=O)C1=C(C=C(C=C1)C(F)(F)F)[N+](=O)[O-] (N-(5-Fluoro-quinolin-8-yl)-2-nitro-4-trifluoromethyl-benzenesulfonamide). Yield: 58.5%. Reaction SMILES: [F:1][C:2]1[CH:11]=[CH:10][C:9]([NH2:12])=[C:8]2[C:3]=1[CH:4]=[CH:5][CH:6]=[N:7]2.[N+:13]([C:16]1[CH:21]=[C:20]([C:22]([F:25])([F:24])[F:23])[CH:19]=[CH:18][C:17]=1[S:26](Cl)(=[O:28])=[O:27])([O-:15])=[O:14].N1C=CC=CC=1>CN(C1C=CN=CC=1)C.C(Cl)Cl>[F:1][C:2]1[CH:11]=[CH:10][C:9]([NH:12][S:26]([C:17]2[CH:18]=[CH:19][C:20]([C:22]([F:24])([F:25])[F:23])=[CH:21][C:16]=2[N+:13]([O-:15])=[O:14])(=[O:27])=[O:28])=[C:8]2[C:3]=1[CH:4]=[CH:5][CH:6]=[N:7]2. Procedure: In a similar fashion using route 14 general procedure 27, 5-fluoro-quinolin-8-ylamine (Intermediate 50) (280 mg, 1.73 mmol), 2-nitro-4-trifluoromethylbenzenesulfonyl chloride (0.6 g, 2.07 mmol), DMAP (cat), pyridine (0.42 ml, 5.19 mmol) and DCM (5 ml) gave the title compound (420 mg, 59%) after purification by column chromatography with DCM/MeOH (98:2) as the eluent. Reactants: C(C1=CC=CC=C1)(=O)OC1CCN(CC1)C1=C(C=C(C=C1)[N+](=O)[O-])C#N (1-(2-cyano-4-nitrophenyl)-4-piperidinyl benzoate), [Cl-].[NH4+] (ammonium chloride), O (water). Reagents/catalysts: [Fe] (iron). Solvent: C(C)O (ethanol). Run at temperature 65 celsius, time 30 minute. The product is C(C1=CC=CC=C1)(=O)OC1CCN(CC1)C1=C(C=C(C=C1)N)C#N (1-(4-Amino-2-cyanophenyl)-4-piperidinyl benzoate). Isolated yield 85.6%. Reaction SMILES: [Cl-].[NH4+].O.[C:4]([O:12][CH:13]1[CH2:18][CH2:17][N:16]([C:19]2[CH:24]=[CH:23][C:22]([N+:25]([O-])=O)=[CH:21][C:20]=2[C:28]#[N:29])[CH2:15][CH2:14]1)(=[O:11])[C:5]1[CH:10]=[CH:9][CH:8]=[CH:7][CH:6]=1>[Fe].C(O)C>[C:4]([O:12][CH:13]1[CH2:14][CH2:15][N:16]([C:19]2[CH:24]=[CH:23][C:22]([NH2:25])=[CH:21][C:20]=2[C:28]#[N:29])[CH2:17][CH2:18]1)(=[O:11])[C:5]1[CH:10]=[CH:9][CH:8]=[CH:7][CH:6]=1 |f:0.1|. Procedure: Subsequently, ammonium chloride (3.4 g) and iron powder (18 g) were added to a mixed solvent of water (80 ml) and ethanol (240 ml), and the mixture was heated to 65° C. Thereafter, 1-(2-cyano-4-nitrophenyl)-4-piperidinyl benzoate (32.3 g) was added in parts over 20 min and the mixture was stirred at a refluxing temperature for 30 min. The reaction mixture was ice-cooled and filtrated. The solvent was evaporated under reduced pressure. To the residue was added aqueous sodium hydroxide solution an... The reactants are CC1(CC(=O)CC(=O)C1)C (dimedone), C(C=C)OC=1C=C(CNC2=NC(=NC(=C2Cl)C)C)C=CC1OC=1C=CC=2N(N1)C(=CN2)[N+](=O)[O-] ([3-allyloxy-4-(3-nitro-imidazo[1,2-b]pyridazin-6-yloxy)-benzyl]-(5-chloro-2,6-dimethyl-pyrimidin-4-yl)-amine), O (water). The reagents and catalysts are C=1C=CC(=CC1)[P](C=2C=CC=CC2)(C=3C=CC=CC3)[Pd]([P](C=4C=CC=CC4)(C=5C=CC=CC5)C=6C=CC=CC6)([P](C=7C=CC=CC7)(C=8C=CC=CC8)C=9C=CC=CC9)[P](C=1C=CC=CC1)(C=1C=CC=CC1)C=1C=CC=CC1 (tetrakis(triphenylphosphine)palladium(0)). The solvent is C1(=CC=CC=C1)C (toluene). The product is ClC=1C(=NC(=NC1C)C)NCC1=CC=C(C(=C1)O)OC=1C=CC=2N(N1)C(=CN2)[N+](=O)[O-] ((5-Chloro-2,6-dimethyl-pyrimidin-4-yl)-[4-(3-nitro-imidazo[1,2-b]pyridazin-6-yloxy)-5-hydroxy-benzyl]-amine). Isolated yield 99.6%. RXN SMILES: CC1(C)CC(=O)CC(=O)C1.C([O:14][C:15]1[CH:16]=[C:17]([CH:29]=[CH:30][C:31]=1[O:32][C:33]1[CH:34]=[CH:35][C:36]2[N:37]([C:39]([N+:42]([O-:44])=[O:43])=[CH:40][N:41]=2)[N:38]=1)[CH2:18][NH:19][C:20]1[C:25]([Cl:26])=[C:24]([CH3:27])[N:23]=[C:22]([CH3:28])[N:21]=1)C=C.O>C1(C)C=CC=CC=1.C1C=CC([P]([Pd]([P](C2C=CC=CC=2)(C2C=CC=CC=2)C2C=CC=CC=2)([P](C2C=CC=CC=2)(C2C=CC=CC=2)C2C=CC=CC=2)[P](C2C=CC=CC=2)(C2C=CC=CC=2)C2C=CC=CC=2)(C2C=CC=CC=2)C2C=CC=CC=2)=CC=1>[Cl:26][C:25]1[C:20]([NH:19][CH2:18][C:17]2[CH:16]=[C:15]([OH:14])[C:31]([O:32][C:33]3[CH:34]=[CH:35][C:36]4[N:37]([C:39]([N+:42]([O-:44])=[O:43])=[CH:40][N:41]=4)[N:38]=3)=[CH:30][CH:29]=2)=[N:21][C:22]([CH3:28])=[N:23][C:24]=1[CH3:27] |^1:56,58,77,96|. Reported procedure: 0.14 g (1.0 mmol) of dimedone and catalytic amount of tetrakis(triphenylphosphine)palladium(0) (12 mg) are added to a solution of 0.48 g (1.0 mmol) of [3-allyloxy-4-(3-nitro-imidazo[1,2-b]pyridazin-6-yloxy)-benzyl]-(5-chloro-2,6-dimethyl-pyrimidin-4-yl)-amine (from example A15) in 15 ml of dry toluene. The reaction mixture is refluxed under nitrogen for 1 h and then cooled to room temperature. The solution is poured into water (100 ml), extracted with ethyl acetate (4×100 ml) and the combined or... The reactants are O=C(Cl)c1ccc(Cl)cc1Cl, c1ccncc1, O=C(c1ccc(-c2cc[nH]n2)cc1)N1Cc2cccn2Cc2ccccc21. Yields the product O=C(c1ccc(-c2ccn(C(=O)c3ccc(Cl)cc3Cl)n2)cc1)N1Cc2cccn2Cc2ccccc21. Reaction SMILES: [Cl:28][c:29]1[c:30]([C:31](=[O:32])[Cl:33])[cH:34][cH:35][c:36]([Cl:38])[cH:37]1.[cH:39]1[cH:40][cH:41][n:42][cH:43][cH:44]1.[nH:1]1[n:2][c:3](-[c:6]2[cH:7][cH:8][c:9]([C:12](=[O:13])[N:14]3[CH2:15][c:16]4[n:17]([cH:25][cH:26][cH:27]4)[CH2:18][c:19]4[c:20]3[cH:21][cH:22][cH:23][cH:24]4)[cH:10][cH:11]2)[cH:4][cH:5]1>>[n:1]1([C:31]([c:30]2[c:29]([Cl:28])[cH:37][c:36]([Cl:38])[cH:35][cH:34]2)=[O:32])[n:2][c:3](-[c:6]2[cH:7][cH:8][c:9]([C:12](=[O:13])[N:14]3[CH2:15][c:16]4[n:17]([cH:25][cH:26][cH:27]4)[CH2:18][c:19]4[c:20]3[cH:21][cH:22][cH:23][cH:24]4)[cH:10][cH:11]2)[cH:4][cH:5]1.